This data is from the Open Reaction Database (ORD), a public repository of structured organic reaction records. The task is: describe an organic reaction: reactants, conditions, products, and yield Starting materials: CC(C)(C)OC(=O)N1CCC(O)CC1, C1CCOC1, CS(=O)(=O)c1ccc(-n2ncc3c(Cl)ncnc32)c(F)c1, ClCCl, [H-], [Na+]. Product: CC(C)(C)OC(=O)N1CCC(Oc2ncnc3c2cnn3-c2ccc(S(C)(=O)=O)cc2F)CC1. RXN SMILES: [C:3]([CH3:4])([CH3:5])([CH3:6])[O:7][C:8](=[O:9])[N:10]1[CH2:11][CH2:12][CH:13]([OH:16])[CH2:14][CH2:15]1.[CH2:17]1[O:18][CH2:19][CH2:20][CH2:21]1.[Cl:22][c:23]1[c:24]2[c:25]([n:26][cH:27][n:28]1)[n:29](-[c:32]1[c:33]([F:42])[cH:34][c:35]([S:38](=[O:39])(=[O:40])[CH3:41])[cH:36][cH:37]1)[n:30][cH:31]2.[Cl:43][CH2:44][Cl:45].[H-:2].[Na+:1]>>[C:3]([CH3:4])([CH3:5])([CH3:6])[O:7][C:8](=[O:9])[N:10]1[CH2:11][CH2:12][CH:13]([O:16][c:23]2[c:24]3[c:25]([n:26][cH:27][n:28]2)[n:29](-[c:32]2[c:33]([F:42])[cH:34][c:35]([S:38](=[O:39])(=[O:40])[CH3:41])[cH:36][cH:37]2)[n:30][cH:31]3)[CH2:14][CH2:15]1. The reactants are ClC=1C=C(CN2C(C=3C(=C(N=C(C3CC2)C(=O)OC)O)O)=O)C=CC1F (methyl 6-(3-chloro-4-fluorobenzyl)-3,4-dihydroxy-5-oxo-5,6,7,8-tetrahydro-2,6-naphthyridine-1-carboxylate), C[O-].C[O-].[Mg+2] (magnesium methylate), IC (iodomethane), IC (iodomethane). Solvent: CN(C)C=O (DMF). Run at temperature 45 celsius, time 8 hour. Yields the product ClC=1C=C(CN2C(C3=C(C(N(C(=C3CC2)C(=O)OC)C)=O)O)=O)C=CC1F (Methyl 6-(3-chloro-4-fluorobenzyl)-4-hydroxy-2-methyl-3,5-dioxo-2,3,5,6,7,8-hexahydro-2,6-naphthyridine-1-carboxylate). Reaction SMILES: [Cl:1][C:2]1[CH:3]=[C:4]([CH:23]=[CH:24][C:25]=1[F:26])[CH2:5][N:6]1[CH2:15][CH2:14][C:13]2[C:12]([C:16]([O:18][CH3:19])=[O:17])=[N:11][C:10]([OH:20])=[C:9]([OH:21])[C:8]=2[C:7]1=[O:22].[CH3:27][O-].C[O-].[Mg+2].IC>CN(C=O)C>[Cl:1][C:2]1[CH:3]=[C:4]([CH:23]=[CH:24][C:25]=1[F:26])[CH2:5][N:6]1[CH2:15][CH2:14][C:13]2[C:8](=[C:9]([OH:21])[C:10](=[O:20])[N:11]([CH3:27])[C:12]=2[C:16]([O:18][CH3:19])=[O:17])[C:7]1=[O:22] |f:1.2.3|. Procedure details: To a solution of methyl 6-(3-chloro-4-fluorobenzyl)-3,4-dihydroxy-5-oxo-5,6,7,8-tetrahydro-2,6-naphthyridine-1-carboxylate (18.00 g, 47 mmol) in DMF (200 mL) was added magnesium methylate (96.08 mL, 95 mmol), and the reaction was warmed for 1 hour and cooled. The reaction was treated with iodomethane (17.66 mL, 283 mmol) and stirred at 45° C. overnight. At this time, LCMS showed the reaction incomplete, and an additional equivalent of iodomethane (2.95 mL, 48 mmol) was added. The reaction was ag... The reactants are O=S(Cl)Cl (SOCl2), C(C)(=O)C=1C=C(C(=CC1)C1=C(C=C(C=C1)OC)OC)C(=O)O (4-acetyl-2′,4′-dimethoxy-biphenyl-2-carboxylic Acid), [Al+3].[Cl-].[Cl-].[Cl-] (AlCl3). The solvent is ClCCCl (1,2-dichloroethane). Reaction conditions: time 8 hour. The product is C(C)(=O)C=1C=CC2=C(C(OC3=CC(=CC=C23)OC)=O)C1 (8-acetyl-3-methoxy-benzo[c]chromen-6-one). The yield is 90.0%. Reaction SMILES: [C:1]([C:4]1[CH:5]=[C:6]([C:20]([OH:22])=[O:21])[C:7]([C:10]2[CH:15]=[CH:14][C:13]([O:16][CH3:17])=[CH:12][C:11]=2OC)=[CH:8][CH:9]=1)(=[O:3])[CH3:2].O=S(Cl)Cl.[Al+3].[Cl-].[Cl-].[Cl-]>ClCCCl>[C:1]([C:4]1[CH:9]=[CH:8][C:7]2[C:10]3[C:11](=[CH:12][C:13]([O:16][CH3:17])=[CH:14][CH:15]=3)[O:22][C:20](=[O:21])[C:6]=2[CH:5]=1)(=[O:3])[CH3:2] |f:2.3.4.5|. Procedure details: The compound from Step D was dissolved in 1,2-dichloroethane (60 mL) and SOCl2 (1.7 mL, 23 mmol) was added. The mixture was refluxed for 90 min and then cooled to 0° C. at which point AlCl3 (2.3 g, 17.3 mmol) was added. The resulting reaction mixture was stirred overnight at room temperature. The solvent was removed and the crude product chromatographed on silica gel with hexane/ethyl acetate (1:1) to yield 5.1 g (90%) of the title compound. 1H-NMR (400 MHz, CDCl3) δH 2.74 (3H, s, COCH3), 3.94 (...